From a dataset of the Open Reaction Database (ORD), a public repository of structured organic reaction records. describe an organic reaction: reactants, conditions, products, and yield Starting materials: Cc1c(Cl)nc(Cl)c(=O)n1CC(=O)OCc1ccccc1, CC(C)(C)OC(=O)N1CCCC1CN. RXN SMILES: [Cl:1][c:2]1[c:3]([CH3:21])[n:4]([CH2:10][C:11](=[O:12])[O:13][CH2:14][c:15]2[cH:16][cH:17][cH:18][cH:19][cH:20]2)[c:5](=[O:9])[c:6]([Cl:8])[n:7]1.[NH2:22][CH2:23][CH:24]1[N:25]([C:29](=[O:30])[O:31][C:32]([CH3:33])([CH3:34])[CH3:35])[CH2:26][CH2:27][CH2:28]1>>[Cl:1][c:2]1[c:3]([CH3:21])[n:4]([CH2:10][C:11](=[O:12])[O:13][CH2:14][c:15]2[cH:16][cH:17][cH:18][cH:19][cH:20]2)[c:5](=[O:9])[c:6]([NH:22][CH2:23][CH:24]2[N:25]([C:29](=[O:30])[O:31][C:32]([CH3:33])([CH3:34])[CH3:35])[CH2:26][CH2:27][CH2:28]2)[n:7]1. The product is Cc1c(Cl)nc(NCC2CCCN2C(=O)OC(C)(C)C)c(=O)n1CC(=O)OCc1ccccc1.